This data is from the Open Reaction Database (ORD), a public repository of structured organic reaction records. The task is: describe an organic reaction: reactants, conditions, products, and yield Starting materials: C(C)(=O)C=1C=C(OC2=C(C(=O)O)C=CC=N2)C=CC1 (2-(3-Acetyl-phenoxy)-nicotinic acid), NCC1CCC(CC1)[C@@H](C)O ((R)-(+)-1-(4-Aminomethyl-cyclohexyl)-ethanol). Solvent: C(Cl)(Cl)Cl (CHCl3). Yields the product C(C)(=O)C=1C=C(OC2=C(C(=O)NCC3=CC=C(C=C3)[C@@H](C)O)C=CC=N2)C=CC1 ((R)-(+)-2-(3-Acetyl-phenoxy)-N-(4-(1-hydroxy-ethyl)-benzyl)-nicotinamide). Reaction SMILES: [C:1]([C:4]1[CH:5]=[C:6]([CH:17]=[CH:18][CH:19]=1)[O:7][C:8]1[N:16]=[CH:15][CH:14]=[CH:13][C:9]=1[C:10]([OH:12])=O)(=[O:3])[CH3:2].[NH2:20][CH2:21][CH:22]1[CH2:27][CH2:26][CH:25]([C@H:28]([OH:30])[CH3:29])[CH2:24][CH2:23]1>C(Cl)(Cl)Cl>[C:1]([C:4]1[CH:5]=[C:6]([CH:17]=[CH:18][CH:19]=1)[O:7][C:8]1[N:16]=[CH:15][CH:14]=[CH:13][C:9]=1[C:10]([NH:20][CH2:21][C:22]1[CH:27]=[CH:26][C:25]([C@H:28]([OH:30])[CH3:29])=[CH:24][CH:23]=1)=[O:12])(=[O:3])[CH3:2]. Procedure: Prepared from 2-(3-Acetyl-phenoxy)-nicotinic acid and (R)-(+)-1-(4-Aminomethyl-cyclohexyl)-ethanol. mp 104-6° C. αD (CHCl3) +14.0°. Reactants: C([O-])(O)=O.[Na+] (sodium bicarbonate), C(CCC)OCCOC1=CC=C(C=C1)C=1C=CC2=C(C=C(CCN2)C(=O)NC2=CC(=C(C=C2)C(C2=[N+](C=CC(=C2)C)[O-])O)OC)C1 (7-[4-(2-butoxyethoxy)phenyl]-N-[4-[hydroxy(4-methyl-1-oxidopyridin-2-yl)methyl]-3-methoxyphenyl]-2,3-dihydro-1H-1-benzazepine-4-carboxamide), isobutylaldehyde, triacetoxy sodium borohydride. Solvent: ClCCCl (1,2-dichloroethane). Reaction conditions: time 8 hour. Yields the product C(CCC)OCCOC1=CC=C(C=C1)C=1C=CC2=C(C=C(CCN2CC(C)C)C(=O)NC2=CC(=C(C=C2)C(C2=[N+](C=CC(=C2)C)[O-])O)OC)C1 (7-[4-(2-butoxyethoxy)phenyl]-N-[4-[hydroxy(4-methyl-1-oxidopyridin-2-yl)methyl]-3-methoxyphenyl]-1-isobutyl-2,3-dihydro-1H-1-benzazepine-4-carboxamide). The yield is 139.5%. As a reaction SMILES: [CH2:1]([O:5][CH2:6][CH2:7][O:8][C:9]1[CH:14]=[CH:13][C:12]([C:15]2[CH:16]=[CH:17][C:18]3[NH:24][CH2:23][CH2:22][C:21]([C:25]([NH:27][C:28]4[CH:33]=[CH:32][C:31]([CH:34]([OH:43])[C:35]5[CH:40]=[C:39]([CH3:41])[CH:38]=[CH:37][N+:36]=5[O-:42])=[C:30]([O:44][CH3:45])[CH:29]=4)=[O:26])=[CH:20][C:19]=3[CH:46]=2)=[CH:11][CH:10]=1)[CH2:2][CH2:3][CH3:4].C(=O)(O)[O-].[Na+]>ClCCCl>[CH2:1]([O:5][CH2:6][CH2:7][O:8][C:9]1[CH:10]=[CH:11][C:12]([C:15]2[CH:16]=[CH:17][C:18]3[N:24]([CH2:11][CH:12]([CH3:15])[CH3:13])[CH2:23][CH2:22][C:21]([C:25]([NH:27][C:28]4[CH:33]=[CH:32][C:31]([CH:34]([OH:43])[C:35]5[CH:40]=[C:39]([CH3:41])[CH:38]=[CH:37][N+:36]=5[O-:42])=[C:30]([O:44][CH3:45])[CH:29]=4)=[O:26])=[CH:20][C:19]=3[CH:46]=2)=[CH:13][CH:14]=1)[CH2:2][CH2:3][CH3:4] |f:1.2|. Reported procedure: 7-[4-(2-butoxyethoxy)phenyl]-N-[4-[hydroxy(4-methyl-1-oxidopyridin-2-yl)methyl]-3-methoxyphenyl]-2,3-dihydro-1H-1-benzazepine-4-carboxamide (0.5 g) and isobutylaldehyde (0.23 ml) were dissolved in 1,2-dichloroethane (30 ml), and to the solution, triacetoxy sodium borohydride (0.85 g) was added under ice-cooling and the mixture was stirred overnight at room temperature. The mixture was neutralized with solution of sodium bicarbonate, concentrated, and extracted with ethyl acetate. The organic lay... The reactants are Brc1nnn[nH]1, c1nnn(C23CCCN(CC2)C3)n1. Product: Brc1nnn(C23CCCN(CC2)C3)n1. Reaction SMILES: [Br:14][c:15]1[nH:16][n:17][n:18][n:19]1.[n:1]1[n:2]([C:6]23[CH2:7][CH2:8][CH2:9][N:10]([CH2:11][CH2:12]2)[CH2:13]3)[n:3][n:4][cH:5]1>>[n:1]1[n:2]([C:6]23[CH2:7][CH2:8][CH2:9][N:10]([CH2:11][CH2:12]2)[CH2:13]3)[n:3][n:4][c:5]1[Br:14]. Starting materials: ClC1=C(C=NC2=C(C=CC(=C12)F)F)C(=O)OCC (4-chloro-3-ethoxycarbonyl-5,8-difluoroquinoline), NC=1C=C(C#N)C=CC1 (3-amino-benzonitrile). Solvent: CC(C)O (2-propanol). Yields the product C(#N)C=1C=C(C=CC1)NC1=C(C=NC2=C(C=CC(=C12)F)F)C(=O)OCC (4-(3-Cyanophenylamino)-3-ethoxycarbonyl-5,8-difluoroquinoline). Yield: 50.3%. Reaction SMILES: Cl[C:2]1[C:11]2[C:6](=[C:7]([F:13])[CH:8]=[CH:9][C:10]=2[F:12])[N:5]=[CH:4][C:3]=1[C:14]([O:16][CH2:17][CH3:18])=[O:15].[NH2:19][C:20]1[CH:21]=[C:22]([CH:25]=[CH:26][CH:27]=1)[C:23]#[N:24]>CC(O)C>[C:23]([C:22]1[CH:21]=[C:20]([NH:19][C:2]2[C:11]3[C:6](=[C:7]([F:13])[CH:8]=[CH:9][C:10]=3[F:12])[N:5]=[CH:4][C:3]=2[C:14]([O:16][CH2:17][CH3:18])=[O:15])[CH:27]=[CH:26][CH:25]=1)#[N:24]. Procedure: The reaction mixture of 106.0 mg (0.37 mmol) of 4-chloro-3-ethoxycarbonyl-5,8-difluoroquinoline and 51.5 mg (0.44 mmol) of 3-amino-benzonitrile in 2.0 mL of 2-propanol was refluxed for 2 h and cooled down. The pale yellow precipitate was filtered, washed with cold 2-propanol, and dried in oven at 40° C. overnight to give 65.7 mg (50%) of the title compound. RXN SMILES: [C:32](=[O:33])([O:34][C:35]([CH3:36])([CH3:37])[CH3:38])[N:39]1[CH:40]([CH2:43][OH:44])[CH2:41][CH2:42]1.[CH2:53]1[O:54][CH2:55][CH2:56][CH2:57]1.[Cl:45][c:46]1[n:47][cH:48][cH:49][cH:50][c:51]1[OH:52].[O:20]=[C:21]([O:22][CH2:23][CH3:24])[N:25]=[N:26][C:27]([O:28][CH2:29][CH3:30])=[O:31].[c:1]1([P:2]([c:3]2[cH:4][cH:5][cH:6][cH:7][cH:8]2)[c:9]2[cH:10][cH:11][cH:12][cH:13][cH:14]2)[cH:15][cH:16][cH:17][cH:18][cH:19]1>>[C:32](=[O:33])([O:34][C:35]([CH3:36])([CH3:37])[CH3:38])[N:39]1[CH:40]([CH2:43][O:44][c:51]2[c:46]([Cl:45])[n:47][cH:48][cH:49][cH:50]2)[CH2:41][CH2:42]1. Reactants: CC(C)(C)OC(=O)N1CCC1CO, C1CCOC1, Oc1cccnc1Cl, CCOC(=O)N=NC(=O)OCC, c1ccc(P(c2ccccc2)c2ccccc2)cc1. Product: CC(C)(C)OC(=O)N1CCC1COc1cccnc1Cl. The reactants are CC1CN(c2ccnc(N=C(c3ccccc3)c3ccccc3)c2)CC(C)N1, Cl, C1CCOC1, O. Product: CC1CN(c2ccnc(N)c2)CC(C)N1. As a reaction SMILES: [CH3:1][CH:2]1[CH2:3][N:4]([c:9]2[cH:10][c:11]([N:15]=[C:16]([c:17]3[cH:18][cH:19][cH:20][cH:21][cH:22]3)[c:23]3[cH:24][cH:25][cH:26][cH:27][cH:28]3)[n:12][cH:13][cH:14]2)[CH2:5][CH:6]([CH3:8])[NH:7]1.[ClH:29].[O:30]1[CH2:31][CH2:32][CH2:33][CH2:34]1.[OH2:35]>>[CH3:1][CH:2]1[CH2:3][N:4]([c:9]2[cH:10][c:11]([NH2:15])[n:12][cH:13][cH:14]2)[CH2:5][CH:6]([CH3:8])[NH:7]1.